From a dataset of the Open Reaction Database (ORD), a public repository of structured organic reaction records. describe an organic reaction: reactants, conditions, products, and yield Reactants: OCCN(C1=CC=CC=C1)C (hydroxyethylmethylaniline), [OH-].[Li+] (lithium hydroxide), C(C=C)#N (acrylonitrile), C(C=C)#N (acrylonitrile). Run in C(C)(=O)O (acetic acid). Run at temperature 50 celsius. Yields the product C(#N)CCOCCN(C1=CC=CC=C1)C (2-cyanoethoxyethylmethylaniline). As a reaction SMILES: [OH:1][CH2:2][CH2:3][N:4]([CH3:11])[C:5]1[CH:10]=[CH:9][CH:8]=[CH:7][CH:6]=1.[OH-].[Li+].[C:14](#[N:17])[CH:15]=[CH2:16]>C(O)(=O)C>[C:14]([CH2:15][CH2:16][O:1][CH2:2][CH2:3][N:4]([CH3:11])[C:5]1[CH:10]=[CH:9][CH:8]=[CH:7][CH:6]=1)#[N:17] |f:1.2|. Procedure details: In a one-gallon autoclave was charged 1019 gm (6.75 moles) of hydroxyethylmethylaniline, 3 gm of anhydrous lithium hydroxide, and 532 gm (10 moles) of acrylonitrile. The autoclave was sealed and slowly heated to 50° C. until the initial exotherm was over. The reaction was then heated to 65°-70° C. for 6 hours. The reaction contents were cooled to room temperature and made slightly acidic with acetic acid. The reaction contents were then filtered. The crude filtered reaction product was stripped ... Starting materials: O.C1(=CC=C(C=C1)S(=O)(=O)O)C (Para-toluenesulfonic acid monohydrate), OCC(O)CO (glycerol), C1=CC=CC=C1 (benzene), FC=1C=C(C=CC1N1CCC(CC1)=O)N1C(O[C@H](C1)CNC(C)=O)=O ((S)-N-{3-[3-fluoro-4-(4-oxo-piperidin-1-yl)-phenyl]-2-oxo-oxazolidin-5-ylmethyl}-acetamide). Solvent: O (water). Yields the product FC=1C=C(C=CC1N1CCC2(OCC(O2)CO)CC1)N1C(O[C@H](C1)CNC(C)=O)=O ((S)-N-{3-[3-fluoro-4-(2-hydroxymethyl-1,4-dioxa-8-aza-spiro[4.5]dec-8-yl)-phenyl]-2-oxo-oxazolidin-5-ylmethyl}-acetamide). Yield: 84.0%. Reaction SMILES: O.C1(C)C=CC(S(O)(=O)=O)=CC=1.[OH:13][CH2:14][CH:15]([CH2:17][OH:18])[OH:16].C1C=CC=CC=1.[F:25][C:26]1[CH:27]=[C:28]([N:39]2[CH2:43][C@H:42]([CH2:44][NH:45][C:46](=[O:48])[CH3:47])[O:41][C:40]2=[O:49])[CH:29]=[CH:30][C:31]=1[N:32]1[CH2:37][CH2:36][C:35](=O)[CH2:34][CH2:33]1>O>[F:25][C:26]1[CH:27]=[C:28]([N:39]2[CH2:43][C@H:42]([CH2:44][NH:45][C:46](=[O:48])[CH3:47])[O:41][C:40]2=[O:49])[CH:29]=[CH:30][C:31]=1[N:32]1[CH2:33][CH2:34][C:35]2([O:16][CH:15]([CH2:17][OH:18])[CH2:14][O:13]2)[CH2:36][CH2:37]1 |f:0.1|. Procedure: Para-toluenesulfonic acid monohydrate (299 mg) and glycerol (0.21 ml) were added successively to a benzene suspension (10 ml) of 500 mg of the (S)-N-{3-[3-fluoro-4-(4-oxo-piperidin-1-yl)-phenyl]-2-oxo-oxazolidin-5-ylmethyl}-acetamide (Compound No. 7) which was synthesized in Example 3, and the mixture was heated under reflux for 4 h, with water being removed continuously by means of a water separator. After the reaction mixture was cooled to room temperature, a saturated aqueous sodium hydrogenc... Reported procedure: The phenylmethyl ester product from part (c) (1.0 g.) in acetone (10 ml.) is saturated with trimethylamine and heated in a sealed tube at 75°-80° for 16 hours. The reaction mixture is evaporated and the residue is dissolved in ethyl acetate, washed with 1N hydrochloric acid and brine, dried over sodium sulfate, and concentrated in vacuo to yield 0.82 g. of 1-[(S)-2-[[[1-(benzoyloxy)ethyl]hydroxyphosphinyl]oxy-1-oxo-6-[[(phenylmethoxy)carbonyl]amino]hexyl]-L-proline, phenylmethyl ester. TLC (sili... The reactants are phenylmethyl ester, CO (methanol), C(C1=CC=CC=C1)(=O)OC(C)P(=O)(OC(CCCCC(=O)[C@]1(NCCC1)C(=O)OCC1=CC=CC=C1)NC(=O)OCC1=CC=CC=C1)O ((S)-2-[[[1-(benzoyloxy)ethyl]hydroxyphosphinyl]oxy-1-oxo-6-[[(phenylmethoxy)carbonyl]amino]hexyl]-L-proline, phenylmethyl ester), C(C1=CC=CC=C1)(=O)OC(C)P(=O)(O[C@H](C(=O)N1[C@H](C(=O)OCC2=CC=CC=C2)CCC1)CCCCNC(=O)OCC1=CC=CC=C1)OC (1-[(S)-2-[[[1-(Benzoyloxy)ethyl]methoxyphosphinyl]oxy]-1-oxo-6-[[(phenylmethoxy)carbonyl]amino]hexyl]-L-proline, phenylmethyl ester), CN(C)C (trimethylamine). RXN SMILES: [C:1]([O:9][CH:10]([P:12]([O:48]C)([O:14][C@@H:15]([CH2:33][CH2:34][CH2:35][CH2:36][NH:37][C:38]([O:40][CH2:41][C:42]1[CH:47]=[CH:46][CH:45]=[CH:44][CH:43]=1)=[O:39])[C:16]([N:18]1[CH2:32][CH2:31][CH2:30][C@H:19]1[C:20]([O:22][CH2:23][C:24]1[CH:29]=[CH:28][CH:27]=[CH:26][CH:25]=1)=[O:21])=[O:17])=[O:13])[CH3:11])(=[O:8])[C:2]1[CH:7]=[CH:6][CH:5]=[CH:4][CH:3]=1.CN(C)C.C(OC(P(O)(OC(NC(OCC1C=CC=CC=1)=O)CCCCC([C@]1(C(OCC2C=CC=CC=2)=O)CCCN1)=O)=O)C)(=O)C1C=CC=CC=1.CO>CC(C)=O.C(Cl)Cl.C(O)(=O)C>[C:1]([O:9][CH:10]([P:12]([OH:48])([O:14][C@@H:15]([CH2:33][CH2:34][CH2:35][CH2:36][NH:37][C:38]([O:40][CH2:41][C:42]1[CH:47]=[CH:46][CH:45]=[CH:44][CH:43]=1)=[O:39])[C:16]([N:18]1[CH2:32][CH2:31][CH2:30][C@H:19]1[C:20]([O:22][CH2:23][C:24]1[CH:29]=[CH:28][CH:27]=[CH:26][CH:25]=1)=[O:21])=[O:17])=[O:13])[CH3:11])(=[O:8])[C:2]1[CH:7]=[CH:6][CH:5]=[CH:4][CH:3]=1. The product is C(C1=CC=CC=C1)(=O)OC(C)P(=O)(O[C@H](C(=O)N1[C@H](C(=O)OCC2=CC=CC=C2)CCC1)CCCCNC(=O)OCC1=CC=CC=C1)O (1-[(S)-2 -[[[1-(Benzoyloxy)ethyl]hydroxyphosphinyl]oxy]-1-oxo-6-[[(phenylmethoxy)carbonyl]amino]hexyl]-L-proline, phenylmethyl ester). Solvent: C(C)(=O)O (acetic acid), C(Cl)Cl (methylene chloride), CC(=O)C (acetone). The reactants are CC(Cl)c1cccc(C(N)=O)c1, CC(C)CC(CO)Nc1nc(S)nc2nc(N)sc12. The product is CC(C)CC(CO)Nc1nc(SC(C)c2cccc(C(N)=O)c2)nc2nc(N)sc12. RXN SMILES: [Cl:20][CH:21]([CH3:22])[c:23]1[cH:24][c:25]([C:26](=[O:27])[NH2:28])[cH:29][cH:30][cH:31]1.[NH2:1][c:2]1[s:3][c:4]2[c:5]([n:6][c:7]([SH:18])[n:8][c:9]2[NH:10][CH:11]([CH2:12][OH:13])[CH2:14][CH:15]([CH3:16])[CH3:17])[n:19]1>>[NH2:1][c:2]1[s:3][c:4]2[c:5]([n:6][c:7]([S:18][CH:21]([CH3:22])[c:23]3[cH:24][c:25]([C:26](=[O:27])[NH2:28])[cH:29][cH:30][cH:31]3)[n:8][c:9]2[NH:10][CH:11]([CH2:12][OH:13])[CH2:14][CH:15]([CH3:16])[CH3:17])[n:19]1.